This data is from the Open Reaction Database (ORD), a public repository of structured organic reaction records. The task is: describe an organic reaction: reactants, conditions, products, and yield Yields the product CC1CNc2c(cnc3ccccc23)O1. The reactants are CC(O)CNc1c(Br)cnc2ccccc12, CCCC[O-], [K], CN(C)C=O, O. Reaction SMILES: [Br:7][c:8]1[cH:9][n:10][c:11]2[cH:12][cH:13][cH:14][cH:15][c:16]2[c:17]1[NH:18][CH2:19][CH:20]([CH3:21])[OH:22].[CH3:2][CH2:3][CH2:4][CH2:5][O-:6].[K:1].[O:24]=[CH:25][N:26]([CH3:27])[CH3:28].[OH2:23]>>[c:8]12[cH:9][n:10][c:11]3[cH:12][cH:13][cH:14][cH:15][c:16]3[c:17]1[NH:18][CH2:19][CH:20]([CH3:21])[O:22]2. Starting materials: FC(C=1NC(=C(C(C1C#N)C=1C=C2C(=NNC2=CC1)C)C#N)C)F (2-(difluoromethyl)-6-methyl-4-(3-methyl-1H-indazol-5-yl)-1,4-dihydropyridine-3,5-dicarbonitrile), C(O)([O-])=O.OCC[N+](C)(C)C (2-hydroxy-N,N,N-trimethylethanaminium hydrogencarbonate). Run in C(C)O (ethanol). The product is C(#N)C1=C([N-]C(=C(C1C=1C=C2C(=NNC2=CC1)C)C#N)C(F)F)C.OCC[N+](C)(C)C (2-Hydroxy-N,N,N-trimethylethanaminium 3,5-dicyano-2-methyl-4-(3-methyl-1H-indazol-5-yl)-6-(difluoromethyl)-4H-pyridin-1-ide). As a reaction SMILES: [F:1][CH:2]([F:24])[C:3]1[NH:4][C:5]([CH3:23])=[C:6]([C:21]#[N:22])[CH:7]([C:11]2[CH:12]=[C:13]3[C:17](=[CH:18][CH:19]=2)[NH:16][N:15]=[C:14]3[CH3:20])[C:8]=1[C:9]#[N:10].C(=O)([O-])O.[OH:29][CH2:30][CH2:31][N+:32]([CH3:35])([CH3:34])[CH3:33]>C(O)C>[C:21]([C:6]1[CH:7]([C:11]2[CH:12]=[C:13]3[C:17](=[CH:18][CH:19]=2)[NH:16][N:15]=[C:14]3[CH3:20])[C:8]([C:9]#[N:10])=[C:3]([CH:2]([F:1])[F:24])[N-:4][C:5]=1[CH3:23])#[N:22].[OH:29][CH2:30][CH2:31][N+:32]([CH3:35])([CH3:34])[CH3:33] |f:1.2,4.5|. Procedure details: To a suspension of 75 mg (0.23 mmol) 2-(difluoromethyl)-6-methyl-4-(3-methyl-1H-indazol-5-yl)-1,4-dihydropyridine-3,5-dicarbonitrile (Enantiomer 1; Example 2) in ethanol (1.6 ml) under argon atmosphere was added 32.6 μl (0.23 mmol) 2-hydroxy-N,N,N-trimethylethanaminium hydrogencarbonate solution (choline bicarbonate, 80% in water), and the mixture was stirred at reflux temperature for 1 h. Subsequently, the solution was evaporated, and the residue was dried in vacuo. The precipitate was stirred ...